Dataset: the Open Reaction Database (ORD), a public repository of structured organic reaction records. Task: describe an organic reaction: reactants, conditions, products, and yield The reactants are ClC[C@@H](COC1=CC=C(C=C1)F)C (1-{[(2R)-3-chloro-2-methylpropyl]oxy}-4-fluorobenzene), CC(C(=O)NC1=CC(=CC=C1)C1CCNCC1)C (2-methyl-N-[3-(4-piperidinyl)phenyl]propanamide). Yields the product FC1=CC=C(OC[C@H](CN2CCC(CC2)C=2C=C(C=CC2)NC(C(C)C)=O)C)C=C1 (N-(3-{1-[(2S)-3-(4-FLUOROPHENOXY)-2-METHYLPROPYL]-4-PIPERIDINYL}PHENYL)-2-METHYLPROPANAMIDE). As a reaction SMILES: Cl[CH2:2][C@H:3]([CH3:13])[CH2:4][O:5][C:6]1[CH:11]=[CH:10][C:9]([F:12])=[CH:8][CH:7]=1.[CH3:14][CH:15]([CH3:31])[C:16]([NH:18][C:19]1[CH:24]=[CH:23][CH:22]=[C:21]([CH:25]2[CH2:30][CH2:29][NH:28][CH2:27][CH2:26]2)[CH:20]=1)=[O:17]>>[F:12][C:9]1[CH:10]=[CH:11][C:6]([O:5][CH2:4][C@@H:3]([CH3:13])[CH2:2][N:28]2[CH2:29][CH2:30][CH:25]([C:21]3[CH:20]=[C:19]([NH:18][C:16](=[O:17])[CH:15]([CH3:14])[CH3:31])[CH:24]=[CH:23][CH:22]=3)[CH2:26][CH2:27]2)=[CH:7][CH:8]=1. Procedure details: Prepared by Procedure G and Scheme B1 using 1-{[(2R)-3-chloro-2-methylpropyl]oxy}-4-fluorobenzene and 2-methyl-N-[3-(4-piperidinyl)phenyl]propanamide: ESMS m/e: 413.2 (M+H)+. Starting materials: C(C)(=O)[O-].[Na+].C(C)(=O)O (sodium acetate acetic acid), C[C@@]1(C(=O)N2[C@H](C(=O)N3CCC[C@H]3[C@@]2(O1)O)CC=4C=CC=CC4)NC(=O)[C@@H]5C[C@@H]6C7=CC=CC8=C7C(=CN8)C[C@H]6N(C5)C.CS(=O)(=O)O (dihydroergotamine mesylate), C[C@H](CCCC(C)C)[C@H]1CC[C@@H]2[C@@]1(CC[C@H]3[C@H]2CC=C4[C@@]3(CC[C@@H](C4)O)C)C (cholesterin), C1CO1 (ethylene oxide). Solvent: O (water). The product is C[C@@]1(C(=O)N2[C@H](C(=O)N3CCC[C@H]3[C@@]2(O1)O)CC=4C=CC=CC4)NC(=O)[C@@H]5C[C@@H]6C7=CC=CC8=C7C(=CN8)C[C@H]6N(C5)C (Dihydroergotamine). As a reaction SMILES: [CH3:1][C@@:2]1([NH:24][C:25]([C@H:27]2[CH2:42][N:41]([CH3:43])[C@H:40]3[C@@H:29]([C:30]4[C:35]5[C:36]([CH2:39]3)=[CH:37][NH:38][C:34]=5[CH:33]=[CH:32][CH:31]=4)[CH2:28]2)=[O:26])[O:15][C@:14]2([OH:16])[N:5]([C@@H:6]([CH2:17][C:18]3[CH:19]=[CH:20][CH:21]=[CH:22][CH:23]=3)[C:7]([N:9]3[C@H:13]2[CH2:12][CH2:11][CH2:10]3)=[O:8])[C:3]1=[O:4].CS(O)(=O)=O.C[C@@H]([C@@H]1[C@@]2(C)CC[C@@H]3[C@@]4(C)CC[C@H](O)CC4=CC[C@H]3[C@@H]2CC1)CCCC(C)C.C1OC1.C([O-])(=O)C.[Na+].C(O)(=O)C>O>[CH3:1][C@@:2]1([NH:24][C:25]([C@H:27]2[CH2:42][N:41]([CH3:43])[C@H:40]3[C@@H:29]([C:30]4[C:35]5[C:36]([CH2:39]3)=[CH:37][NH:38][C:34]=5[CH:33]=[CH:32][CH:31]=4)[CH2:28]2)=[O:26])[O:15][C@:14]2([OH:16])[N:5]([C@@H:6]([CH2:17][C:18]3[CH:19]=[CH:20][CH:21]=[CH:22][CH:23]=3)[C:7]([N:9]3[C@H:13]2[CH2:12][CH2:11][CH2:10]3)=[O:8])[C:3]1=[O:4] |f:0.1,4.5.6|. Procedure: 60 mg of dihydroergotamine mesylate are added together with 1.5 g of cholesterin ethoxylated with approx. 24 mols of ethylene oxide a) to 60 cc of water adjusted to pH 4.1 with a buffer mixture of sodium acetate/acetic acid, and homogenized with a polytron homogenizer. The clear liquid is filled into bottles fitted with droppers. The reactants are CC(=O)NCCN, O=Cc1ccc(-c2cc3ncnc(Nc4ccc5[nH]ccc5c4)c3s2)cc1. The product is CC(=O)NCCNCc1ccc(-c2cc3ncnc(Nc4ccc5[nH]ccc5c4)c3s2)cc1. Reaction SMILES: [NH2:1][CH2:2][CH2:3][NH:4][C:5]([CH3:6])=[O:7].[nH:8]1[cH:9][cH:10][c:11]2[cH:12][c:13]([NH:17][c:18]3[c:19]4[c:20]([n:21][cH:22][n:23]3)[cH:24][c:25](-[c:27]3[cH:28][cH:29][c:30]([CH:31]=[O:32])[cH:33][cH:34]3)[s:26]4)[cH:14][cH:15][c:16]12>>[NH:1]([CH2:2][CH2:3][NH:4][C:5]([CH3:6])=[O:7])[CH2:31][c:30]1[cH:29][cH:28][c:27](-[c:25]2[cH:24][c:20]3[c:19]([c:18]([NH:17][c:13]4[cH:12][c:11]5[cH:10][cH:9][nH:8][c:16]5[cH:15][cH:14]4)[n:23][cH:22][n:21]3)[s:26]2)[cH:34][cH:33]1. Starting materials: C(C)(C)(C)C1=CC(=C(C(=O)O)C=C1)C(C1=CC=CC=C1)=O (4-t-Butyl-2-benzoylbenzoic acid), OS(=O)(=O)O.O=S(=O)=O (oleum). Solvent: C(Cl)Cl (CH2Cl2). Run at temperature 120 celsius, time 3 hour. Yields the product C(C)(C)(C)C1=CC=2C(C3=CC(=CC=C3C(C2C=C1)=O)C(C)(C)C)=O (2,7-di-t-butyl-anthraquinone). Isolated yield 138.0%. RXN SMILES: [C:1]([C:5]1[CH:13]=[CH:12][C:8]([C:9](O)=[O:10])=[C:7]([C:14](=[O:21])[C:15]2[CH:20]=[CH:19][CH:18]=[CH:17][CH:16]=2)[CH:6]=1)([CH3:4])([CH3:3])[CH3:2].OS(O)(=O)=O.O=S(=O)=O>C(Cl)Cl>[C:1]([C:5]1[CH:13]=[CH:12][C:8]2[C:9](=[O:10])[C:20]3[C:15](=[CH:16][C:17]([C:1]([CH3:4])([CH3:3])[CH3:2])=[CH:18][CH:19]=3)[C:14](=[O:21])[C:7]=2[CH:6]=1)([CH3:2])([CH3:3])[CH3:4] |f:1.2|. Procedure: 4-t-Butyl-2-benzoylbenzoic acid 4 (32.0 g, 95 mmol) was placed into a round-bottom flask and oleum (30%, 290 mL) was then added. The reaction mixture turned black and the reaction temperature was increased to 120° C. and stirred for 3 h. The mixture was then poured into ice. The aqueous mixture was extracted using CH2Cl2 (5×), dried over Na2SO4 and concentrated to give a dark solid. This solid was passed through a silica gel column using CH2Cl2 as eluent. After concentrating, the yellow-brown so...